Dataset: the Open Reaction Database (ORD), a public repository of structured organic reaction records. Task: describe an organic reaction: reactants, conditions, products, and yield Reaction SMILES: C[C:2]1[CH:7]=[C:6]([N+:8]([O-:10])=[O:9])[CH:5]=C[C:3]=1[C:11]([F:14])([F:13])[F:12].[C:15]([OH:18])(=[O:17])[CH3:16].O.S(=O)(=O)(O)O>[O-2].[O-2].[O-2].[Cr+6]>[N+:8]([C:6]1[CH:7]=[CH:2][C:3]([C:11]([F:12])([F:13])[F:14])=[C:16]([CH:5]=1)[C:15]([OH:18])=[O:17])([O-:10])=[O:9] |f:1.2.3,4.5.6.7|. Yields the product [N+](=O)([O-])C=1C=CC(=C(C(=O)O)C1)C(F)(F)F (5-Nitro-2-trifluoromethyl-benzoic acid). Procedure: 5-Nitro-2-trifluoromethyl-benzoic acid is prepared from the known 2-methyl-4-nitro-1-trifluoromethyl-benzene by oxidation with chromium trioxide in an acetic acid/water/sulfuric acid mixture following a procedure described by Aeberli et al. [P. Aeberli, P. Eden, J. H. Gogerty, W. J. Houlihan, C. Penberthy, J. Med. Chem. 18, 177 (1975)]: colourless solid, MS (ISN): 233.9 M−H−. Reagents/catalysts: [O-2].[O-2].[O-2].[Cr+6] (chromium trioxide). Starting materials: CC1=C(C=CC(=C1)[N+](=O)[O-])C(F)(F)F (2-methyl-4-nitro-1-trifluoromethyl-benzene), C(C)(=O)O.O.S(O)(O)(=O)=O (acetic acid water sulfuric acid). Starting materials: CCOC=NC#N, CCO, Cc1nc2c3cccc(Cl)c3ccn2c1N. Yields the product Cc1nc2c3cccc(Cl)c3ccn2c1N=CNC#N. As a reaction SMILES: [C:1](#[N:2])[N:3]=[CH:4][O:5][CH2:6][CH3:7].[CH3:24][CH2:25][OH:26].[NH2:8][c:9]1[c:10]([CH3:23])[n:11][c:12]2[n:13]1[cH:14][cH:15][c:16]1[c:17]([Cl:22])[cH:18][cH:19][cH:20][c:21]21>>[C:1](#[N:2])[NH:3][CH:4]=[N:8][c:9]1[c:10]([CH3:23])[n:11][c:12]2[n:13]1[cH:14][cH:15][c:16]1[c:17]([Cl:22])[cH:18][cH:19][cH:20][c:21]21.